Dataset: the Open Reaction Database (ORD), a public repository of structured organic reaction records. Task: describe an organic reaction: reactants, conditions, products, and yield Starting materials: SC=1NC2=C(N1)C=CC=C2 (2-Mercaptobenzoimidazole), CCO (EtOH), [OH-].[K+] (KOH), 2-chloroacetone, CCOC(=O)C (EtOAc). Conditions: time 8 hour. The product is CC1=CSC2=NC3=C(N21)C=CC=C3 (3-Methylthiazolo[3,2-a]benzoimidazole). RXN SMILES: [SH:1][C:2]1[NH:3][C:4]2[CH:10]=[CH:9][CH:8]=[CH:7][C:5]=2[N:6]=1.[CH3:11][CH2:12]O.[OH-].[K+].[CH3:16]COC(C)=O>>[CH3:16][C:12]1[N:6]2[C:2](=[N:3][C:4]3[CH:10]=[CH:9][CH:8]=[CH:7][C:5]=32)[S:1][CH:11]=1 |f:2.3|. Procedure details: 2-Mercaptobenzoimidazole (15.0 g) was added to EtOH (100 ml) solution of KOH (6.60 g), and the mixture was heated under reflux for 1 hour. After cooling to room temperature, this was mixed with 2-chloroacetone (7.96 ml) and stirred overnight. The reaction solution was mixed with EtOAc and stirred, the insoluble matter was removed by filtration and then the solvent was evaporated under a reduced pressure. The thus obtained oily material was dissolved in concentrated sulfuric acid (100 ml) and sti... Starting materials: Cl.NC=1C=C(C=CC1)C1=CC=CC=2C=C(SC21)C(=O)N[C@H]2CN1CCC2CC1 (7-(3-aminophenyl)-N-[(3R)-1-azabicyclo[2.2.2]oct-3-yl]-1-benzothiophene-2-carboxamide hydrochloride), O1C(=CC=C1)C(=O)Cl (furan-2-carbonyl chloride). Yields the product Cl.N12C[C@@H](C(CC1)CC2)NC(=O)C=2SC1=C(C2)C=CC=C1C1=CC(=CC=C1)NC(=O)C=1OC=CC1 (N-[(3R)-1-Azabicyclo[2.2.2]oct-3-yl]-7-[3-(2-furoylamino)phenyl]-1-benzothiophene-2-carboxamide hydrochloride). As a reaction SMILES: Cl.[NH2:2][C:3]1[CH:4]=[C:5]([C:9]2[C:17]3[S:16][C:15]([C:18]([NH:20][C@@H:21]4[CH:26]5[CH2:27][CH2:28][N:23]([CH2:24][CH2:25]5)[CH2:22]4)=[O:19])=[CH:14][C:13]=3[CH:12]=[CH:11][CH:10]=2)[CH:6]=[CH:7][CH:8]=1.[O:29]1[CH:33]=[CH:32][CH:31]=[C:30]1[C:34]([Cl:36])=[O:35]>>[ClH:36].[N:23]12[CH2:24][CH2:25][CH:26]([CH2:27][CH2:28]1)[C@@H:21]([NH:20][C:18]([C:15]1[S:16][C:17]3[C:9]([C:5]4[CH:6]=[CH:7][CH:8]=[C:3]([NH:2][C:34]([C:30]5[O:29][CH:33]=[CH:32][CH:31]=5)=[O:35])[CH:4]=4)=[CH:10][CH:11]=[CH:12][C:13]=3[CH:14]=1)=[O:19])[CH2:22]2 |f:0.1,3.4|. Reported procedure: 50 mg (0.12 mmol) of 7-(3-aminophenyl)-N-[(3R)-1-azabicyclo[2.2.2]oct-3-yl]-1-benzothiophene-2-carboxamide hydrochloride (Example 21) and 31.5 mg (0.24 mmol) of furan-2-carbonyl chloride are reacted together by general method F. 29.1 mg (51.1% of theory) of the title compound are obtained. The reactants are CC(=O)Nc1ccc(NC(=O)OCC(Cl)(Cl)Cl)cc1, CS(C)=O, CCN(C(C)C)C(C)C, O, c1ccc(-c2csc(N3CCNCC3)n2)cc1. Yields the product CC(=O)Nc1ccc(NC(=O)N2CCN(c3nc(-c4ccccc4)cs3)CC2)cc1. As a reaction SMILES: [C:1]([CH3:2])(=[O:3])[NH:4][c:5]1[cH:6][cH:7][c:8]([NH:11][C:12]([O:13][CH2:14][C:15]([Cl:16])([Cl:17])[Cl:18])=[O:19])[cH:9][cH:10]1.[CH3:46][S:47]([CH3:48])=[O:49].[CH:37]([N:38]([CH:39]([CH3:40])[CH3:41])[CH2:42][CH3:43])([CH3:44])[CH3:45].[OH2:50].[c:20]1(-[c:26]2[n:27][c:28]([N:31]3[CH2:32][CH2:33][NH:34][CH2:35][CH2:36]3)[s:29][cH:30]2)[cH:21][cH:22][cH:23][cH:24][cH:25]1>>[C:1]([CH3:2])(=[O:3])[NH:4][c:5]1[cH:6][cH:7][c:8]([NH:11][C:12](=[O:19])[N:34]2[CH2:33][CH2:32][N:31]([c:28]3[n:27][c:26](-[c:20]4[cH:21][cH:22][cH:23][cH:24][cH:25]4)[cH:30][s:29]3)[CH2:36][CH2:35]2)[cH:9][cH:10]1. Reactants: ClCC1=CC=C(C=C1)C1=CC=C(C=C1)C(F)(F)F (4-Chloromethyl-4′-trifluoromethyl-biphenyl), COC(COC1=C(C=C(C=C1)S)C)=O ((4-Mercapto-2-methyl-phenoxy)-acetic acid methyl ester). Product: CC1=C(OCC(=O)O)C=CC(=C1)SCC1=CC=C(C=C1)C1=CC=C(C=C1)C(F)(F)F ([2-Methyl-4-(4′-trifluoromethyl-biphenyl-4-ylmethylsulfanyl)-phenoxy]-acetic acid). Reaction SMILES: Cl[CH2:2][C:3]1[CH:8]=[CH:7][C:6]([C:9]2[CH:14]=[CH:13][C:12]([C:15]([F:18])([F:17])[F:16])=[CH:11][CH:10]=2)=[CH:5][CH:4]=1.C[O:20][C:21](=[O:32])[CH2:22][O:23][C:24]1[CH:29]=[CH:28][C:27]([SH:30])=[CH:26][C:25]=1[CH3:31]>>[CH3:31][C:25]1[CH:26]=[C:27]([S:30][CH2:2][C:3]2[CH:8]=[CH:7][C:6]([C:9]3[CH:14]=[CH:13][C:12]([C:15]([F:18])([F:17])[F:16])=[CH:11][CH:10]=3)=[CH:5][CH:4]=2)[CH:28]=[CH:29][C:24]=1[O:23][CH2:22][C:21]([OH:32])=[O:20]. Procedure details: The title compound was prepared in the manner analogous to Example 1F using 3B and 2C. MS m/z 447 (M+1). Starting materials: CCOC(C)=O, CSc1ccccc1CC(=O)C1CCN(Cc2nccnc2OC(C)(C)C)CC1, ClCCl, Cl, [Na+], [OH-]. Product: CSc1ccccc1CC(=O)C1CCN(Cc2ncc[nH]c2=O)CC1. Reaction SMILES: [C:1]([O:2][CH2:3][CH3:4])(=[O:5])[CH3:6].[C:8]([CH3:9])([CH3:10])([CH3:11])[O:12][c:13]1[c:14]([CH2:19][N:20]2[CH2:21][CH2:22][CH:23]([C:26]([CH2:27][c:28]3[c:29]([S:34][CH3:35])[cH:30][cH:31][cH:32][cH:33]3)=[O:36])[CH2:24][CH2:25]2)[n:15][cH:16][cH:17][n:18]1.[Cl:39][CH2:40][Cl:41].[ClH:7].[Na+:38].[OH-:37]>>[O:12]=[c:13]1[c:14]([CH2:19][N:20]2[CH2:21][CH2:22][CH:23]([C:26]([CH2:27][c:28]3[c:29]([S:34][CH3:35])[cH:30][cH:31][cH:32][cH:33]3)=[O:36])[CH2:24][CH2:25]2)[n:15][cH:16][cH:17][nH:18]1. Reactants: CNCCNC, ClC(Cl)Cl, O=S(=O)(Cl)c1ccc(F)cc1, [Na+], [Na+], O=C([O-])[O-], O. Product: CNCCN(C)S(=O)(=O)c1ccc(F)cc1. As a reaction SMILES: [CH3:12][NH:13][CH2:14][CH2:15][NH:16][CH3:17].[CH:25]([Cl:26])([Cl:27])[Cl:28].[F:1][c:2]1[cH:3][cH:4][c:5]([S:8](=[O:9])(=[O:10])[Cl:11])[cH:6][cH:7]1.[Na+:18].[Na+:19].[O-:20][C:21](=[O:22])[O-:23].[OH2:24]>>[F:1][c:2]1[cH:3][cH:4][c:5]([S:8](=[O:9])(=[O:10])[N:13]([CH3:12])[CH2:14][CH2:15][NH:16][CH3:17])[cH:6][cH:7]1. Reactants: ClC1=CC2=C(N(C(N2)=O)C2CCNCC2)C=C1 (5-chloro-1,3-dihydro-1-(4-piperidinyl)-2H-benzimidazol-2-one), C([O-])([O-])=O.[Na+].[Na+] (sodium carbonate), CC(CC(C)=O)C (4-methyl-2-pentanone), BrCCCN1N=NC2=C1C=CC=C2 (1-(3-bromopropyl)-1H-benzotriazole). Run in O (water), O (water). As a reaction SMILES: [Cl:1][C:2]1[CH:17]=[CH:16][C:5]2[N:6](C3CCNCC3)[C:7](=[O:9])[NH:8][C:4]=2[CH:3]=1.C(=O)([O-])[O-].[Na+].[Na+].CC(C)CC(=O)C.BrCCCN1C2C=CC=CC=2N=N1>O>[Cl:1][C:2]1[CH:17]=[CH:16][C:5]2[NH:6][C:7](=[O:9])[NH:8][C:4]=2[CH:3]=1 |f:1.2.3|. Procedure: A mixture of 5 parts of 5-chloro-1,3-dihydro-1-(4-piperidinyl)-2H-benzimidazol-2-one, 3.7 parts of sodium carbonate and 200 parts of 4-methyl-2-pentanone is stirred and refluxed with water-separator. Then there are added 4.8 parts of 1-(3-bromopropyl)-1H-benzotriazole and stirring is continued overnight at reflux temperature. The reaction mixture is cooled, water is added and the undissolved product is filtered off and set aside. The organic phase is separated from the filtrate, dried, filtered ... Run at time 8 hour. Yields the product ClC1=CC2=C(NC(N2)=O)C=C1 (5-chloro-1,3-dihydro-2H-benzimidazol-2-one).